Dataset: the Open Reaction Database (ORD), a public repository of structured organic reaction records. Task: describe an organic reaction: reactants, conditions, products, and yield Starting materials: COC(C1=CC(=NC=C1)SC1=C(NC2=CC(=CC=C12)Cl)C)=O (2-(6-chloro-2-methyl-1H-indol-3-ylsulfanyl)-isonicotinic acid methyl ester), BrC=1C=NN(C1)CC (4-bromo-1-ethyl-1H-pyrazole). Yields the product COC(C1=CC(=NC=C1)SC1=C(N(C2=CC(=CC=C12)Cl)C=1C=NN(C1)CC)C)=O (2-[6-Chloro-1-(1-ethyl-1H-pyrazol-4-yl)-2-methyl-1H-indol-3-ylsulfanyl]-isonicotinic acid methyl ester). RXN SMILES: [CH3:1][O:2][C:3](=[O:22])[C:4]1[CH:9]=[CH:8][N:7]=[C:6]([S:10][C:11]2[C:19]3[C:14](=[CH:15][C:16]([Cl:20])=[CH:17][CH:18]=3)[NH:13][C:12]=2[CH3:21])[CH:5]=1.Br[C:24]1[CH:25]=[N:26][N:27]([CH2:29][CH3:30])[CH:28]=1>>[CH3:1][O:2][C:3](=[O:22])[C:4]1[CH:9]=[CH:8][N:7]=[C:6]([S:10][C:11]2[C:19]3[C:14](=[CH:15][C:16]([Cl:20])=[CH:17][CH:18]=3)[N:13]([C:24]3[CH:25]=[N:26][N:27]([CH2:29][CH3:30])[CH:28]=3)[C:12]=2[CH3:21])[CH:5]=1. Procedure: Prepared according to the procedure described in Example 3, Step 1, using the following starting materials: 2-(6-chloro-2-methyl-1H-indol-3-ylsulfanyl)-isonicotinic acid methyl ester and 4-bromo-1-ethyl-1H-pyrazole.